This data is from the Open Reaction Database (ORD), a public repository of structured organic reaction records. The task is: describe an organic reaction: reactants, conditions, products, and yield The reactants are COC=1C=C2CC(C2=CC1OC)CN (1-(3,4-dimethoxybicyclo[4.2.0]octa-1,3,5-trien-7-yl)methanamine), C(OCC)(OCC)=O (diethyl carbonate). The solvent is CC1CCCO1 (2-MeTHF). Product: C(C)OC(NC[C@@H]1C2=CC(=C(C=C2C1)OC)OC)=O (Ethyl{[(7S)-3,4-dimethoxybicyclo[4.2.0]octa-1,3,5-trien-7-yl]methyl}-carbamate). RXN SMILES: [CH3:1][O:2][C:3]1[CH:4]=[C:5]2[C:8](=[CH:9][C:10]=1[O:11][CH3:12])[CH:7]([CH2:13][NH2:14])[CH2:6]2.[C:15](=O)([O:19]CC)[O:16][CH2:17][CH3:18]>CC1OCCC1>[CH2:17]([O:16][C:15](=[O:19])[NH:14][CH2:13][C@H:7]1[CH2:6][C:5]2[C:8]1=[CH:9][C:10]([O:11][CH3:12])=[C:3]([O:2][CH3:1])[CH:4]=2)[CH3:18]. Procedure details: 5 mg of 1-(3,4-dimethoxybicyclo[4.2.0]octa-1,3,5-trien-7-yl)methanamine and 12.6 mg (10 eq) of diethyl carbonate are dissolved in 2-MeTHF.